From a dataset of the Open Reaction Database (ORD), a public repository of structured organic reaction records. describe an organic reaction: reactants, conditions, products, and yield As a reaction SMILES: [C:1]([C:4]1[CH:18]=[CH:17][CH:16]=[CH:15][C:5]=1[C:6](=[C:8]1[S:12]C(=S)N[C:9]1=[O:14])[CH3:7])([OH:3])=O.[OH-:19].[Na+].Cl>>[CH3:7][C:6]1[C:5]2[CH:15]=[CH:16][CH:17]=[CH:18][C:4]=2[C:1](=[O:3])[S:12][C:8]=1[C:9]([OH:19])=[O:14] |f:1.2|. Product: CC1=C(SC(C2=C1C=CC=C2)=O)C(=O)O (4-methyl-1-oxo-1H-2-benzothiopyran-3-carboxylic acid). Reactants: C(=O)(O)C1=C(C(C)=C2C(NC(S2)=S)=O)C=CC=C1 (5-(2-carboxy-α-methylbenzylidene) rhodanine), [OH-].[Na+] (sodium hydroxide), Cl (hydrochloric acid). Procedure: A stirred solution of 2.00 g. (7.17 mM) of the carboxylic acid of Example 13 in 15 ml. of 15% sodium hydroxide is refluxed for 0.75 hour, cooled, and poured into dilute hydrochloric acid, whereupon a precipitate forms. The solid is collected and recrystallized from ethyl acetate-hexane to give a tan solid. This solid is heated briefly to 245°, cooled, and the residue recrystallized from ethyl acetatehexane to give 4-methyl-1-oxo-1H-2-benzothiopyran-3-carboxylic acid as tan crystals, m.p. 247°-24...